This data is from the Open Reaction Database (ORD), a public repository of structured organic reaction records. The task is: describe an organic reaction: reactants, conditions, products, and yield Starting materials: CCOC(C)=O, NC1CC1, ClCCl, Cc1ccc(C(=O)O)cc1I, O=S(Cl)Cl. Yields the product Cc1ccc(C(=O)NC2CC2)cc1I. As a reaction SMILES: [CH3:23][CH2:24][O:25][C:26]([CH3:27])=[O:28].[CH:16]1([NH2:19])[CH2:17][CH2:18]1.[Cl:20][CH2:21][Cl:22].[I:1][c:2]1[cH:3][c:4]([C:5](=[O:6])[OH:7])[cH:8][cH:9][c:10]1[CH3:11].[S:12]([Cl:13])([Cl:14])=[O:15]>>[I:1][c:2]1[cH:3][c:4]([C:5](=[O:7])[NH:19][CH:16]2[CH2:17][CH2:18]2)[cH:8][cH:9][c:10]1[CH3:11].